This data is from the Open Reaction Database (ORD), a public repository of structured organic reaction records. The task is: describe an organic reaction: reactants, conditions, products, and yield Reactants: [Li+].[OH-] (LiOH), solution, C(C1=CC=CC=C1)C1N(C(OC1)=O)C(C(CC(=O)N1CCOCC1)CC1CCCCC1)=O (1-(4-benzyl-2-oxo-oxazolidin-3-yl)-2-cyclohexylmethyl-4-morpholin-4-yl-butane-1,4-dione), OO (H2O2). Solvent: C1CCOC1.O (THF H2O). The product is C1(CCCCC1)CC(C(=O)O)CC(=O)N1CCOCC1 (2-Cyclohexylmethyl-4-morpholin-4-yl-4-oxo-butyric acid). Reaction SMILES: C(C1COC(=O)N1[C:14](=[O:32])[CH:15]([CH2:25][CH:26]1[CH2:31][CH2:30][CH2:29][CH2:28][CH2:27]1)[CH2:16][C:17]([N:19]1[CH2:24][CH2:23][O:22][CH2:21][CH2:20]1)=[O:18])C1C=CC=CC=1.[OH:33]O.[Li+].[OH-]>C1COCC1.O>[CH:26]1([CH2:25][CH:15]([CH2:16][C:17]([N:19]2[CH2:20][CH2:21][O:22][CH2:23][CH2:24]2)=[O:18])[C:14]([OH:32])=[O:33])[CH2:27][CH2:28][CH2:29][CH2:30][CH2:31]1 |f:2.3,4.5|. Procedure details: A 0.05 M solution of 1-(4-benzyl-2-oxo-oxazolidin-3-yl)-2-cyclohexylmethyl-4-morpholin-4-yl-butane-1,4-dione (1 g) in 3:1 −THF/H2O was treated at 0° C. with 8 equivalents of 30% H2O2 followed by 2.0 equivalents of LiOH. The resulting mixture was stirred at 0–25° C. until the substrate had been consumed (approximately 1 hour). The excess peroxide was quenched at 0° C. with a 10% excess of 1.5 N aqueous Na2SO3. After buffering to pH 9–10 with aqueous NaHCO3 and evaporation of the THF, the oxazolid... Starting materials: S(=O)(=O)(C)CCC#CC1=CC(=CC=C1)C (1-mesyl-4-(3-methylphenyl)but-3-yne), C(C1=CC=CC=C1)C1CCNCC1 (4-benzylpiperidine), C(=O)([O-])[O-].[K+].[K+] (K2CO3). Run in CC#N (CH3CN). Yields the product C(C1=CC=CC=C1)C1CCN(CC1)CCC#CC1=CC(=CC=C1)C (4-Benzyl-1-(4-(3-methylphenyl)-3-butynyl)piperidine). Yield: 31.5%. RXN SMILES: S([CH2:5][CH2:6][C:7]#[C:8][C:9]1[CH:14]=[CH:13][CH:12]=[C:11]([CH3:15])[CH:10]=1)(C)(=O)=O.[CH2:16]([CH:23]1[CH2:28][CH2:27][NH:26][CH2:25][CH2:24]1)[C:17]1[CH:22]=[CH:21][CH:20]=[CH:19][CH:18]=1.C([O-])([O-])=O.[K+].[K+]>CC#N>[CH2:16]([CH:23]1[CH2:28][CH2:27][N:26]([CH2:5][CH2:6][C:7]#[C:8][C:9]2[CH:14]=[CH:13][CH:12]=[C:11]([CH3:15])[CH:10]=2)[CH2:25][CH2:24]1)[C:17]1[CH:22]=[CH:21][CH:20]=[CH:19][CH:18]=1 |f:2.3.4|. Reported procedure: A mixture of 1-mesyl-4-(3-methylphenyl)but-3-yne (214 mg, 0.900 mmol), 4-benzylpiperidine (189 mg, 1.08 mmol) and K2CO3 (370 mg, 2.67 mmol) in 10 mL of CH3CN is refluxed for 12 hr. The mixture is filtered and washed with EtOAc (3×15 mL). The filtrate is evaporated in vacuo and is purified by flash chromatography to give the product as an oil (90 mg, 31%): 1H NMR (CDCl3) 1.40 (m, 2 H), 1.51 (m, 1 H), 1.65 (m, 2 H), 2.05 (t, J=6.6 Hz, 2 H), 2.31 (s, 3 H), 2.54 (m, 2 H), 2.68 (m, 4 H), 2.97 (d, J=1... The reactants are Brc1cnc(I)nc1, O=C([O-])[O-], Cc1ccccc1, [Na+], [Na+], O, OB(O)c1ccccc1, [Pd], c1ccc(P(c2ccccc2)c2ccccc2)cc1, c1ccc(P(c2ccccc2)c2ccccc2)cc1, c1ccc(P(c2ccccc2)c2ccccc2)cc1, c1ccc(P(c2ccccc2)c2ccccc2)cc1. RXN SMILES: [Br:10][c:11]1[cH:12][n:13][c:14]([I:17])[n:15][cH:16]1.[C:18](=[O:19])([O-:20])[O-:21].[CH3:24][c:25]1[cH:26][cH:27][cH:28][cH:29][cH:30]1.[Na+:22].[Na+:23].[OH2:31].[OH:1][B:2]([OH:3])[c:4]1[cH:5][cH:6][cH:7][cH:8][cH:9]1.[Pd:32].[c:33]1([P:34]([c:35]2[cH:36][cH:37][cH:38][cH:39][cH:40]2)[c:41]2[cH:42][cH:43][cH:44][cH:45][cH:46]2)[cH:47][cH:48][cH:49][cH:50][cH:51]1.[c:52]1([P:53]([c:54]2[cH:55][cH:56][cH:57][cH:58][cH:59]2)[c:60]2[cH:61][cH:62][cH:63][cH:64][cH:65]2)[cH:66][cH:67][cH:68][cH:69][cH:70]1.[c:71]1([P:72]([c:73]2[cH:74][cH:75][cH:76][cH:77][cH:78]2)[c:79]2[cH:80][cH:81][cH:82][cH:83][cH:84]2)[cH:85][cH:86][cH:87][cH:88][cH:89]1.[c:90]1([P:91]([c:92]2[cH:93][cH:94][cH:95][cH:96][cH:97]2)[c:98]2[cH:99][cH:100][cH:101][cH:102][cH:103]2)[cH:104][cH:105][cH:106][cH:107][cH:108]1>>[c:4]1(-[c:14]2[n:13][cH:12][c:11]([Br:10])[cH:16][n:15]2)[cH:5][cH:6][cH:7][cH:8][cH:9]1. Product: Brc1cnc(-c2ccccc2)nc1. The reactants are CCOCC (ether), FC(C1=CC=C(C=C1)C1CC(=NO1)C(=O)OCC)(F)F (ethyl 5-[4-(trifluoromethyl)phenyl]-4,5-dihydroisoxazole-3-carboxylate), 3A, ClC=1C(C(=C(C(C1Cl)=O)C#N)C#N)=O (2,3-dichloro-5,6-dicyano-1,4-benzoquinone). Run in C1(=CC=CC=C1)C (toluene). The product is FC(C1=CC=C(C=C1)C1=CC(=NO1)C(=O)OCC)(F)F (ethyl 5-[4-(trifluoromethyl)phenyl]isoxazole-3-carboxylate). Procedure: A solution of ethyl 5-[4-(trifluoromethyl)phenyl]-4,5-dihydroisoxazole-3-carboxylate (3.3 g) was stirred in toluene (15 ml), and 2,3-dichloro-5,6-dicyano-1,4-benzoquinone (1.00 g) was then added in portions, followed by a portion of 3A molecular sieves, and the resulting mixture was stirred at 75° C. for 2 days. After cooling, ether was added and the mixture filtered through a layer anhydrous sodium sulfate. Solvent was evaporated under reduced pressure, and the residue was purified by column ch... RXN SMILES: [F:1][C:2]([F:20])([F:19])[C:3]1[CH:8]=[CH:7][C:6]([CH:9]2[O:13][N:12]=[C:11]([C:14]([O:16][CH2:17][CH3:18])=[O:15])[CH2:10]2)=[CH:5][CH:4]=1.ClC1C(=O)C(C#N)=C(C#N)C(=O)C=1Cl.CCOCC>C1(C)C=CC=CC=1>[F:20][C:2]([F:1])([F:19])[C:3]1[CH:4]=[CH:5][C:6]([C:9]2[O:13][N:12]=[C:11]([C:14]([O:16][CH2:17][CH3:18])=[O:15])[CH:10]=2)=[CH:7][CH:8]=1. Reaction conditions: temperature 75 celsius, time 2 day. Starting materials: C(C)N1C(C2=C(CC1)N=C(N2CC2=CC=C(C=C2)C2=C(C=CC=C2)C2=NN=NN2C(C2=CC=CC=C2)(C2=CC=CC=C2)C2=CC=CC=C2)CCC)C(=O)OCC (ethyl 5-ethyl-2-n-propyl-3-[2'-(1-trityl-1H-tetrazol-5-yl)biphenyl-4-yl]methyl-4,5,6,7-tetrahydroimidazo[4,5-c]pyridine-4-carboxylate), C(\C=C\C(=O)O)(=O)O (fumaric acid). Solvent: C(C)O (ethanol). The product is C(C)N1C(C2=C(CC1)N=C(N2CC2=CC=C(C=C2)C2=C(C=CC=C2)C2=NN=NN2)CCC)C(=O)OCC (ethyl 5-ethyl-2-n-propyl-3-[2'-(1H-tetrazol-5-yl)biphenyl-4-yl]methyl-4,5,6,7-tetrahydroimidazo[4,5-c]pyridine-4-carboxylate). The yield is 87.8%. As a reaction SMILES: [CH2:1]([N:3]1[CH2:8][CH2:7][C:6]2[N:9]=[C:10]([CH2:49][CH2:50][CH3:51])[N:11]([CH2:12][C:13]3[CH:18]=[CH:17][C:16]([C:19]4[CH:24]=[CH:23][CH:22]=[CH:21][C:20]=4[C:25]4[N:29](C(C5C=CC=CC=5)(C5C=CC=CC=5)C5C=CC=CC=5)[N:28]=[N:27][N:26]=4)=[CH:15][CH:14]=3)[C:5]=2[CH:4]1[C:52]([O:54][CH2:55][CH3:56])=[O:53])[CH3:2].C(O)(=O)/C=C/C(O)=O>C(O)C>[CH2:1]([N:3]1[CH2:8][CH2:7][C:6]2[N:9]=[C:10]([CH2:49][CH2:50][CH3:51])[N:11]([CH2:12][C:13]3[CH:18]=[CH:17][C:16]([C:19]4[CH:24]=[CH:23][CH:22]=[CH:21][C:20]=4[C:25]4[NH:29][N:28]=[N:27][N:26]=4)=[CH:15][CH:14]=3)[C:5]=2[CH:4]1[C:52]([O:54][CH2:55][CH3:56])=[O:53])[CH3:2]. Reported procedure: A mixture of ethyl 5-ethyl-2-n-propyl-3-[2'-(1-trityl-1H-tetrazol-5-yl)biphenyl-4-yl]methyl-4,5,6,7-tetrahydroimidazo[4,5-c]pyridine-4-carboxylate (1.10 g), fumaric acid (1.2 g) ane ethanol (20 ml) is refluxed for one hour. The mixture is evaporated, and the residue is dissolved in chloroform, and the mixture is washed with a saturated sodium hydrogen carbonate solution and brine, dried and evaporated. The residue is purified by silica gel column chromatography (solvent; chloroform/methanol) to ... Starting materials: CC1(CC(CC(C1)C)CC(=O)O)C (3,3,5-trimethyl-cyclohexylacetic acid), P(Cl)(Cl)Cl (phosphorus trichloride). Solvent: CCOCC (ether). Product: CC1(CC(CC(C1)C)CC(=O)Cl)C (3,3,5-trimethyl-cyclohexylacetyl chloride). Yield: 264.4%. RXN SMILES: [CH3:1][C:2]1([CH3:13])[CH2:7][CH:6]([CH3:8])[CH2:5][CH:4]([CH2:9][C:10](O)=[O:11])[CH2:3]1.P(Cl)(Cl)[Cl:15]>CCOCC>[CH3:1][C:2]1([CH3:13])[CH2:7][CH:6]([CH3:8])[CH2:5][CH:4]([CH2:9][C:10]([Cl:15])=[O:11])[CH2:3]1. Procedure: 114 g of 3,3,5-trimethyl-cyclohexylacetic acid in 350 ml of dry ether in a round flask which is fitted with a thermometer, stirrer, reflux condenser and dropping funnel are treated rapidly with 32.8 g of phosphorus trichloride and the mixture is subsequently held at reflux temperature for a further 4 hours. The phosphorous acid is decanted off and the ether is evaporated in vacuo. There are obtained 128 g (yield: quantitive) of crude 3,3,5-trimethyl-cyclohexylacetyl chloride. Starting materials: NC1=C(C(=O)NCCCCSC2=NC=CC=C2)C=CC=C1 (2-[4-(2-aminobenzoylamino)butylthio]pyridine), C(=O)(N1C=NC=C1)N1C=NC=C1 (1,1'-carbonyldiimidazole). Solvent: O1CCCC1 (tetrahydrofuran). Run at time 16 hour. Yields the product N1=C(C=CC=C1)SCCCCN1C(NC2=CC=CC=C2C1=O)=O (3-[4-(2-pyridylthio)butyl]-quinazoline-2,4(1H,3H)-dione). The yield is 68.6%. RXN SMILES: [NH2:1][C:2]1[CH:21]=[CH:20][CH:19]=[CH:18][C:3]=1[C:4]([NH:6][CH2:7][CH2:8][CH2:9][CH2:10][S:11][C:12]1[CH:17]=[CH:16][CH:15]=[CH:14][N:13]=1)=[O:5].[C:22](N1C=CN=C1)(N1C=CN=C1)=[O:23]>O1CCCC1>[N:13]1[CH:14]=[CH:15][CH:16]=[CH:17][C:12]=1[S:11][CH2:10][CH2:9][CH2:8][CH2:7][N:6]1[C:4](=[O:5])[C:3]2[C:2](=[CH:21][CH:20]=[CH:19][CH:18]=2)[NH:1][C:22]1=[O:23]. Procedure: Under nitrogen atmosphere, to a solution of 452 mg (1.5 mmol) of 2-[4-(2-aminobenzoylamino)butylthio]pyridine in 20 ml of tetrahydrofuran, 486 mg (3.0 mmol) of 1,1'-carbonyldiimidazole was added, and the mixture was stirred at room temperature for 16 hours. The solvent was distilled off and the residue was dissolved in chloroform. The solution was washed with water and dried. The solvent was distilled off and the residue was recrystallized from chloroform/ether to give 337 mg of the desired prod... Starting materials: CCOC(C)=O, CCOC(=O)C(C(=O)OCC)C(=O)C1(c2ccc(F)c(F)c2)CCOCC1, O=P12OP3(=O)OP(=O)(O1)OP(=O)(O2)O3, O=S(=O)(O)O. The product is CCOC(=O)C1=C(O)c2cc(F)c(F)cc2C2(CCOCC2)C1=O. Reaction SMILES: [CH3:47][CH2:48][O:49][C:50]([CH3:51])=[O:52].[F:20][c:21]1[cH:22][c:23]([C:28]2([C:34](=[O:35])[CH:36]([C:37](=[O:38])[O:39][CH2:40][CH3:41])[C:42](=[O:43])[O:44][CH2:45][CH3:46])[CH2:29][CH2:30][O:31][CH2:32][CH2:33]2)[cH:24][cH:25][c:26]1[F:27].[O:1]=[P:2]12[O:3][P:4]3(=[O:14])[O:5][P:6](=[O:12])([O:7][P:8](=[O:11])([O:9]3)[O:10]1)[O:13]2.[S:15](=[O:16])(=[O:17])([OH:18])[OH:19]>>[F:20][c:21]1[cH:22][c:23]2[c:24]([cH:25][c:26]1[F:27])[C:37]([OH:38])=[C:36]([C:42](=[O:43])[O:44][CH2:45][CH3:46])[C:34](=[O:35])[C:28]21[CH2:29][CH2:30][O:31][CH2:32][CH2:33]1. Procedure: Prepared analogously to Compound 1B replacing Compound 1C with diethyl (4-{[4-{[6-bromo-2-(methylcarbamoyl)pyridin-3-yl]amino}-5-(trifluoromethyl)pyrimidin-2-yl]amino}-2-chloro-5-methoxybenzyl)phosphonate (Compound 56D). MS (ESI): m/z 681.02/683.27 [M+H]+. UPLC: tR=1.56 min (analytical—2 min). Yields the product BrC1=CC=C(C(=N1)C(NC)=O)NC1=NC(=NC=C1C(F)(F)F)NC1=CC(=C(CP(OCC)(O)=O)C=C1OC)Cl (Ethyl hydrogen (4-{[4-{[6-bromo-2-(methylcarbamoyl)pyridin-3-yl]amino}-5-(trifluoromethyl)pyrimidin-2-yl]amino}-2-chloro-5-methoxybenzyl)phosphonate). Starting materials: OCCCN1N=CC(=C1)C=1C=CC(=C2C(N(CC12)C)=O)NC1=NC(=NC=C1C(F)(F)F)NC1=C(C=C(CP(OCC)(OCC)=O)C=C1)OC (diethyl (4-{[4-({7-[1-(3-hydroxypropyl)-1H-pyrazol-4-yl]-2-methyl-3-oxo-2,3-dihydro-1H-isoindol-4-yl}amino)-5-(trifluoromethyl)pyrimidin-2-yl]amino}-3-methoxybenzyl)phosphonate), BrC1=CC=C(C(=N1)C(NC)=O)NC1=NC(=NC=C1C(F)(F)F)NC1=CC(=C(CP(OCC)(OCC)=O)C=C1OC)Cl (diethyl (4-{[4-{[6-bromo-2-(methylcarbamoyl)pyridin-3-yl]amino}-5-(trifluoromethyl)pyrimidin-2-yl]amino}-2-chloro-5-methoxybenzyl)phosphonate), BrC1=CC=C(C(=N1)C(NC)=O)NC1=NC(=NC=C1C(F)(F)F)NC1=CC(=C(CP(OCC)(OCC)=O)C=C1OC)Cl (diethyl (4-{[4-{[6-bromo-2-(methylcarbamoyl)pyridin-3-yl]amino}-5-(trifluoromethyl)pyrimidin-2-yl]amino}-2-chloro-5-methoxybenzyl)phosphonate). RXN SMILES: OCCCN1C=C(C2C=CC(NC3C(C(F)(F)F)=CN=C(NC4C=CC(CP(=O)(OCC)OCC)=CC=4OC)N=3)=C3C=2CN(C)C3=O)C=N1.[Br:50][C:51]1[N:56]=[C:55]([C:57](=[O:60])[NH:58][CH3:59])[C:54]([NH:61][C:62]2[C:67]([C:68]([F:71])([F:70])[F:69])=[CH:66][N:65]=[C:64]([NH:72][C:73]3[C:87]([O:88][CH3:89])=[CH:86][C:76]([CH2:77][P:78](=[O:85])([O:82]CC)[O:79][CH2:80][CH3:81])=[C:75]([Cl:90])[CH:74]=3)[N:63]=2)=[CH:53][CH:52]=1>>[Br:50][C:51]1[N:56]=[C:55]([C:57](=[O:60])[NH:58][CH3:59])[C:54]([NH:61][C:62]2[C:67]([C:68]([F:71])([F:70])[F:69])=[CH:66][N:65]=[C:64]([NH:72][C:73]3[C:87]([O:88][CH3:89])=[CH:86][C:76]([CH2:77][P:78](=[O:82])([OH:85])[O:79][CH2:80][CH3:81])=[C:75]([Cl:90])[CH:74]=3)[N:63]=2)=[CH:53][CH:52]=1.